This data is from the Open Reaction Database (ORD), a public repository of structured organic reaction records. The task is: describe an organic reaction: reactants, conditions, products, and yield Product: O=C(Cn1cc(-c2ccnc3[nH]ccc23)c(-c2ccc(NC(=O)Nc3ccccc3)cc2)n1)NCCO. Starting materials: O=C(n1ccnc1)n1ccnc1, CN(C)C=O, NCCO, O=C(O)Cn1cc(-c2ccnc3[nH]ccc23)c(-c2ccc(NC(=O)Nc3ccccc3)cc2)n1. As a reaction SMILES: [C:35]([n:36]1[cH:37][cH:38][n:39][cH:40]1)([n:41]1[cH:42][cH:43][n:44][cH:45]1)=[O:46].[CH3:51][N:52]([CH3:53])[CH:54]=[O:55].[NH2:47][CH2:48][CH2:49][OH:50].[c:1]1([NH:7][C:8](=[O:9])[NH:10][c:11]2[cH:12][cH:13][c:14](-[c:17]3[n:18][n:19]([CH2:31][C:32](=[O:33])[OH:34])[cH:20][c:21]3-[c:22]3[c:23]4[c:24]([n:25][cH:26][cH:27]3)[nH:28][cH:29][cH:30]4)[cH:15][cH:16]2)[cH:2][cH:3][cH:4][cH:5][cH:6]1>>[c:1]1([NH:7][C:8](=[O:9])[NH:10][c:11]2[cH:12][cH:13][c:14](-[c:17]3[n:18][n:19]([CH2:31][C:32](=[O:34])[NH:47][CH2:48][CH2:49][OH:50])[cH:20][c:21]3-[c:22]3[c:23]4[c:24]([n:25][cH:26][cH:27]3)[nH:28][cH:29][cH:30]4)[cH:15][cH:16]2)[cH:2][cH:3][cH:4][cH:5][cH:6]1. Starting materials: C=CCOC(=O)Cl, CSCCC(N)C(=O)O, [Na+], [OH-]. Yields the product C=CCOC(=O)NC(CCSC)C(=O)O. As a reaction SMILES: [Cl:10][C:11](=[O:12])[O:13][CH2:14][CH:15]=[CH2:16].[NH2:1][CH:2]([CH2:3][CH2:4][S:5][CH3:6])[C:7](=[O:8])[OH:9].[Na+:18].[OH-:17]>>[NH:1]([CH:2]([CH2:3][CH2:4][S:5][CH3:6])[C:7](=[O:8])[OH:9])[C:11](=[O:12])[O:13][CH2:14][CH:15]=[CH2:16]. Reactants: COC1=CC=C(C=C1)C1=CC(=NN1C1=CC=CC=C1)CCC=O (3-(5-(4-methoxyphenyl)-1-phenyl-1H-pyrazol-3-yl)propanal), [BH-](OC(=O)C)(OC(=O)C)OC(=O)C.[Na+] (NaBH(OAc)3), ClC=1C=C(C=CC1Cl)N1CCNCC1 (1-(3,4-dichlorophenyl)piperazine), CCN(C(C)C)C(C)C (DIPEA). Yields the product ClC=1C=C(C=CC1Cl)N1CCN(CC1)CCCC1=NN(C(=C1)C1=CC=C(C=C1)OC)C1=CC=CC=C1 (1-(3,4-dichlorophenyl)-4-(3-(5-(4-methoxyphenyl)-1-phenyl-1H-pyrazol-3-yl)propyl)piperazine). Reaction SMILES: [CH3:1][O:2][C:3]1[CH:8]=[CH:7][C:6]([C:9]2[N:13]([C:14]3[CH:19]=[CH:18][CH:17]=[CH:16][CH:15]=3)[N:12]=[C:11]([CH2:20][CH2:21][CH:22]=O)[CH:10]=2)=[CH:5][CH:4]=1.[Cl:24][C:25]1[CH:26]=[C:27]([N:32]2[CH2:37][CH2:36][NH:35][CH2:34][CH2:33]2)[CH:28]=[CH:29][C:30]=1[Cl:31].CCN(C(C)C)C(C)C.[BH-](OC(C)=O)(OC(C)=O)OC(C)=O.[Na+]>>[Cl:24][C:25]1[CH:26]=[C:27]([N:32]2[CH2:37][CH2:36][N:35]([CH2:22][CH2:21][CH2:20][C:11]3[CH:10]=[C:9]([C:6]4[CH:7]=[CH:8][C:3]([O:2][CH3:1])=[CH:4][CH:5]=4)[N:13]([C:14]4[CH:15]=[CH:16][CH:17]=[CH:18][CH:19]=4)[N:12]=3)[CH2:34][CH2:33]2)[CH:28]=[CH:29][C:30]=1[Cl:31] |f:3.4|. Procedure: 104 mg (76%) of target compound was obtained by using a method same as in Example 1 by using 3-(5-(4-methoxyphenyl)-1-phenyl-1H-pyrazol-3-yl)propanal (75 mg, 0.245 mmol), 1-(3,4-dichlorophenyl)piperazine (57 mg, 0.245 mmol), DIPEA (0.064 mL, 0.368 mmol) and NaBH(OAc)3 (156 mg, 0.735 mmol). The reactants are [BH4-], O=C([O-])O, CC(=O)O, COc1cccc(N)c1, CC(Cl)Cl, [Na+], [Na+], O=C1CCCCC1. Yields the product COc1cccc(NC2CCCCC2)c1. RXN SMILES: [BH4-:1].[C:19](=[O:20])([O-:21])[OH:22].[CH3:28][C:29](=[O:30])[OH:31].[CH3:3][O:4][c:5]1[cH:6][c:7]([NH2:11])[cH:8][cH:9][cH:10]1.[Cl:24][CH:25]([Cl:26])[CH3:27].[Na+:23].[Na+:2].[O:12]=[C:13]1[CH2:14][CH2:15][CH2:16][CH2:17][CH2:18]1>>[CH3:3][O:4][c:5]1[cH:6][c:7]([NH:11][CH:13]2[CH2:14][CH2:15][CH2:16][CH2:17][CH2:18]2)[cH:8][cH:9][cH:10]1. Reactants: O (water), C(C)(=O)O[C@H]1[C@@H](O[C@@H]([C@H]([C@@H]1OC(C)=O)OC(C)=O)COC(C)=O)OC1=CC(=CC2=C1C(=CO2)CCC2=CC=CC=C2)O (4-(2,3,4,6-tetra-O-acetyl-β-D-glucopyranosyloxy)-6-hydroxy-3-(2-phenylethyl)benzofuran), C([O-])([O-])=O.[K+].[K+] (potassium carbonate), CN(C=O)C (N,N-dimethylformamide), IC (iodomethane). Conditions: time 4 day. The product is [C@@H]1([C@H](O)[C@@H](O)[C@H](O)[C@H](O1)CO)OC1=CC(=CC2=C1C(=CO2)CCC2=CC=CC=C2)OC (4-(β-D-Glucopyranosyloxy)-6-methoxy-3-(2-phenylethyl)benzofuran). RXN SMILES: C([O:4][C@@H:5]1[C@@H:10]([O:11]C(=O)C)[C@H:9]([O:15]C(=O)C)[C@@H:8]([CH2:19][O:20]C(=O)C)[O:7][C@H:6]1[O:24][C:25]1[C:30]2[C:31]([CH2:34][CH2:35][C:36]3[CH:41]=[CH:40][CH:39]=[CH:38][CH:37]=3)=[CH:32][O:33][C:29]=2[CH:28]=[C:27](O)[CH:26]=1)(=O)C.C(=O)([O-])[O-].[K+].[K+].IC.O.CN(C)[CH:54]=[O:55]>>[C@@H:6]1([O:24][C:25]2[C:30]3[C:31]([CH2:34][CH2:35][C:36]4[CH:41]=[CH:40][CH:39]=[CH:38][CH:37]=4)=[CH:32][O:33][C:29]=3[CH:28]=[C:27]([O:55][CH3:54])[CH:26]=2)[O:7][C@H:8]([CH2:19][OH:20])[C@@H:9]([OH:15])[C@H:10]([OH:11])[C@H:5]1[OH:4] |f:1.2.3|. Procedure: To a mixture of 4-(2,3,4,6-tetra-O-acetyl-β-D-glucopyranosyloxy)-6-hydroxy-3-(2-phenylethyl)benzofuran (25 mg) and potassium carbonate (18 mg) in N,N-dimethylformamide (1 mL) was added iodomethane (0.007 mL), and the mixture was stirred at room temperature for 4 days. The reaction mixture was poured into water, and the resulting mixture was extracted with ethyl acetate. The extract was washed with water and dried over anhydrous magnesium sulfate. The solvent was removed under reduced pressure, a... Reactants: ClC1=C(C=C(C=C1)S(=O)(=O)N(COC)C=1C(=NC=C(C1)C)C(C1=C(C=CC(=C1)[N+](=O)[O-])Cl)=O)C(F)(F)F (4-chloro-N-[2-(2-chloro-5-nitro-benzoyl)-5-methyl-pyridin-3-yl]-N-methoxymethyl-3-trifluoromethyl-benzenesulfonamide), O (water). Run in Cl (HCl), O1CCOCC1 (dioxane). Product: ClC1=C(C=C(C=C1)S(=O)(=O)NC=1C(=NC=C(C1)C)C(C1=C(C=CC(=C1)[N+](=O)[O-])Cl)=O)C(F)(F)F (4-chloro-N-[2-(2-chloro-5-nitro-benzoyl)-5-methyl-pyridin-3-yl]-3-trifluoromethyl-benzenesulfonamide). Isolated yield 64.0%. As a reaction SMILES: [Cl:1][C:2]1[CH:7]=[CH:6][C:5]([S:8]([N:11]([C:15]2[C:16]([C:22](=[O:33])[C:23]3[CH:28]=[C:27]([N+:29]([O-:31])=[O:30])[CH:26]=[CH:25][C:24]=3[Cl:32])=[N:17][CH:18]=[C:19]([CH3:21])[CH:20]=2)COC)(=[O:10])=[O:9])=[CH:4][C:3]=1[C:34]([F:37])([F:36])[F:35].O>Cl.O1CCOCC1>[Cl:1][C:2]1[CH:7]=[CH:6][C:5]([S:8]([NH:11][C:15]2[C:16]([C:22](=[O:33])[C:23]3[CH:28]=[C:27]([N+:29]([O-:31])=[O:30])[CH:26]=[CH:25][C:24]=3[Cl:32])=[N:17][CH:18]=[C:19]([CH3:21])[CH:20]=2)(=[O:9])=[O:10])=[CH:4][C:3]=1[C:34]([F:37])([F:35])[F:36]. Procedure: A mixture of 4-chloro-N-[2-(2-chloro-5-nitro-benzoyl)-5-methyl-pyridin-3-yl]-N-methoxymethyl-3-trifluoromethyl-benzenesulfonamide (230 mg, 0.398 mmol) in 4 M HCl in dioxane (4 mL) and water (1 mL) was 50° C. for overnight. Reaction mixture was cooled to room temperature, evaporated to dryness and treated slowly with saturated aqueous NaHCO3 solution until pH 7-8. The mixture was extracted with EtOAc (2×25 mL), dried (anhydrous Na2SO4) and concentrated. The obtained residue was purified by flash ... The reactants are CC(C)([O-])C.[K+] (Potassium t-butoxide), CN(C=O)C (dimethylformamide), [N+](=O)([O-])C (nitromethane), ClC1=CC2=C(N=C(CC(N2C2=CC=CC=C2)=O)NCN=O)C=C1 (7-chloro-3,5-dihydro-2-(N-nitrosomethylamino)-5-phenyl-4H-1,5-benzodiazepin-4-one). Solvent: O (water), C(C)(=O)O (acetic acid). Reaction conditions: time 19 hour. Product: ClC1=CC2=C(NC(CC(N2C2=CC=CC=C2)=O)=C[N+](=O)[O-])C=C1 (7-Chloro-5-phenyl-1,2,3,4-tetrahydro-2-nitromethylene-5H-1,5-benzodiazepin-4-one). Reaction SMILES: CC(C)([O-])C.[K+].CN(C)C=O.[N+:12]([CH3:15])([O-:14])=[O:13].[Cl:16][C:17]1[CH:38]=[CH:37][C:20]2[N:21]=[C:22](NCN=O)[CH2:23][C:24](=[O:32])[N:25]([C:26]3[CH:31]=[CH:30][CH:29]=[CH:28][CH:27]=3)[C:19]=2[CH:18]=1>O.C(O)(=O)C>[Cl:16][C:17]1[CH:38]=[CH:37][C:20]2[NH:21][C:22](=[CH:15][N+:12]([O-:14])=[O:13])[CH2:23][C:24](=[O:32])[N:25]([C:26]3[CH:31]=[CH:30][CH:29]=[CH:28][CH:27]=3)[C:19]=2[CH:18]=1 |f:0.1|. Procedure: Potassium t-butoxide, 10.24 g (0.092 moles) was added to a mixture of 250 ml of dimethylformamide and 50 ml of nitromethane. After stirring at room temperature for 15 min under nigrogen, 25 g (0.076 m) of 7-chloro-3,5-dihydro-2-(N-nitrosomethylamino)-5-phenyl-4H-1,5-benzodiazepin-4-one was added and stirring was continued for an additional 19 hours. The mixture was acidified with acetic acid and diluted with water. The precipitate was filtered off, washed with water and recrystallized from methy... The reactants are CCN=C=NCCCN(C)C, COC(=O)c1c(-c2cccc(C(=O)O)c2)c2cc(Cl)ccc2c(=O)n1Cc1ccc(S(C)(=O)=O)cc1, CC#N, Cl, NCCCN1CCOCC1, O, Oc1cccc2[nH]nnc12. Product: COC(=O)c1c(-c2cccc(C(=O)NCCCN3CCOCC3)c2)c2cc(Cl)ccc2c(=O)n1Cc1ccc(S(C)(=O)=O)cc1. Reaction SMILES: [CH2:48]([N:49]=[C:50]=[N:51][CH2:52][CH2:53][CH2:54][N:55]([CH3:56])[CH3:57])[CH3:58].[CH3:1][O:2][C:3](=[O:4])[c:5]1[n:6]([CH2:26][c:27]2[cH:28][cH:29][c:30]([S:33](=[O:34])(=[O:35])[CH3:36])[cH:31][cH:32]2)[c:7](=[O:25])[c:8]2[cH:9][cH:10][c:11]([Cl:24])[cH:12][c:13]2[c:14]1-[c:15]1[cH:16][c:17]([C:21](=[O:22])[OH:23])[cH:18][cH:19][cH:20]1.[CH3:70][C:71]#[N:72].[ClH:47].[O:37]1[CH2:38][CH2:39][N:40]([CH2:43][CH2:44][CH2:45][NH2:46])[CH2:41][CH2:42]1.[OH2:59].[OH:60][c:61]1[c:62]2[n:63][n:64][nH:65][c:66]2[cH:67][cH:68][cH:69]1>>[CH3:1][O:2][C:3](=[O:4])[c:5]1[n:6]([CH2:26][c:27]2[cH:28][cH:29][c:30]([S:33](=[O:34])(=[O:35])[CH3:36])[cH:31][cH:32]2)[c:7](=[O:25])[c:8]2[cH:9][cH:10][c:11]([Cl:24])[cH:12][c:13]2[c:14]1-[c:15]1[cH:16][c:17]([C:21](=[O:22])[NH:46][CH2:45][CH2:44][CH2:43][N:40]2[CH2:39][CH2:38][O:37][CH2:42][CH2:41]2)[cH:18][cH:19][cH:20]1. Starting materials: CO, CC(=Cc1c(Cl)cc(Cl)cc1Cl)[N+](=O)[O-], Cl, [Fe], O. Product: CC(=O)Cc1c(Cl)cc(Cl)cc1Cl. Reaction SMILES: [CH3:18][OH:19].[Cl:1][c:2]1[c:3]([CH:10]=[C:11]([CH3:12])[N+:13]([O-:14])=[O:15])[c:4]([Cl:9])[cH:5][c:6]([Cl:8])[cH:7]1.[ClH:16].[Fe:20].[OH2:17]>>[Cl:1][c:2]1[c:3]([CH2:10][C:11]([CH3:12])=[O:17])[c:4]([Cl:9])[cH:5][c:6]([Cl:8])[cH:7]1.